From a dataset of the Open Reaction Database (ORD), a public repository of structured organic reaction records. describe an organic reaction: reactants, conditions, products, and yield Reactants: CCN1CCOCC1, CCN=C=NCCCN(C)C, CN1C(=O)NCC1C(=O)OC(C)(C)C, CN1C(=O)NCC1C(=O)O, ClCCl, Cl, NCc1ccc(F)c(C(F)(F)F)c1, O=C(O)C1CNC(=O)N1C(=O)OCc1ccccc1, O, On1nnc2ccccc21. The product is CN1C(=O)NCC1C(=O)NCc1ccc(F)c(C(F)(F)F)c1. Reaction SMILES: [CH2:44]([N:45]1[CH2:46][CH2:47][O:48][CH2:49][CH2:50]1)[CH3:51].[CH2:64]([N:65]=[C:66]=[N:67][CH2:68][CH2:69][CH2:70][N:71]([CH3:72])[CH3:73])[CH3:74].[CH3:11][N:12]1[CH:13]([C:14]([O:15][C:16]([CH3:17])([CH3:18])[CH3:19])=[O:20])[CH2:21][NH:22][C:23]1=[O:24].[CH3:1][N:2]1[C:3](=[O:10])[NH:4][CH2:5][CH:6]1[C:7](=[O:8])[OH:9].[Cl:88][CH2:89][Cl:90].[ClH:63].[F:75][c:76]1[c:77]([C:84]([F:85])([F:86])[F:87])[cH:78][c:79]([CH2:82][NH2:83])[cH:80][cH:81]1.[O:25]=[C:26]1[N:27]([C:28]([O:29][CH2:30][c:31]2[cH:32][cH:33][cH:34][cH:35][cH:36]2)=[O:37])[CH:38]([C:39]([OH:40])=[O:41])[CH2:42][NH:43]1.[OH2:52].[OH:53][n:54]1[c:55]2[cH:56][cH:57][cH:58][cH:59][c:60]2[n:61][n:62]1>>[CH3:1][N:2]1[C:3](=[O:10])[NH:4][CH2:5][CH:6]1[C:7](=[O:9])[NH:83][CH2:82][c:79]1[cH:78][c:77]([C:84]([F:85])([F:86])[F:87])[c:76]([F:75])[cH:81][cH:80]1. Reactants: ClC1=CC=C(S1)C(=O)NC(=S)NC1=CC(=C(C=C1)N1C(C2=C(C1=O)C=C(C=C2)Cl)=O)C ((5-chloro(2-thienyl))-N-({[4-(5-chloro-1,3-dioxobenzo[c]azolin-2-yl)-3-methylphenyl]amino}thioxomethyl)carboxamide), Cl.Cl.NN (hydrazine dihydrochloride). Solvent: CN(C)C=O (DMF). Run at time 17 hour. Product: ClC1=CC2=C(C(N(C2=O)C2=C(C=C(C=C2)NC2=NN=C(N2)C=2SC(=CC2)Cl)C)=O)C=C1 (5-chloro-2-(4-{[5-(5-chloro(2-thienyl))(4H-1,2,4-triazol-3-yl)]amino}-2-methylphenyl)benzo[c]azoline-1,3-dione). Yield: 14.2%. RXN SMILES: [Cl:1][C:2]1[S:6][C:5]([C:7]([NH:9][C:10]([NH:12][C:13]2[CH:18]=[CH:17][C:16]([N:19]3[C:23](=[O:24])[C:22]4[CH:25]=[C:26]([Cl:29])[CH:27]=[CH:28][C:21]=4[C:20]3=[O:30])=[C:15]([CH3:31])[CH:14]=2)=S)=O)=[CH:4][CH:3]=1.Cl.Cl.[NH2:34][NH2:35]>CN(C=O)C>[Cl:29][C:26]1[CH:27]=[CH:28][C:21]2[C:20](=[O:30])[N:19]([C:16]3[CH:17]=[CH:18][C:13]([NH:12][C:10]4[NH:9][C:7]([C:5]5[S:6][C:2]([Cl:1])=[CH:3][CH:4]=5)=[N:35][N:34]=4)=[CH:14][C:15]=3[CH3:31])[C:23](=[O:24])[C:22]=2[CH:25]=1 |f:1.2.3|. Procedure: To a suspension of (5-chloro(2-thienyl))-N-({[4-(5-chloro-1,3-dioxobenzo[c]azolin-2-yl)-3-methylphenyl]amino}thioxomethyl)carboxamide (15 mg, 0.030 mmol) and hydrazine dihydrochloride (4 mg, 0.038 mmol) in DMF (0.3 mL) was added HgO (7 mg, 0.032 mmol). The reaction was stirred at room temp for 17 hr, and HPLC purified to give the desired product 5-chloro-2-(4-{[5-(5-chloro(2-thienyl))(4H-1,2,4-triazol-3-yl)]amino}-2-methylphenyl)benzo[c]azoline-1,3-dione (2 mg) (ES-MS (M+H)+=470, 472) and the am... The reactants are CC(=O)OC(C)CCCCn1c(=O)c2c(ncn2Cc2ccccc2)n(C)c1=O, CO, Cl. Product: CC(O)CCCCn1c(=O)c2c(ncn2Cc2ccccc2)n(C)c1=O. RXN SMILES: [C:1](=[O:2])([CH3:3])[O:4][CH:5]([CH2:6][CH2:7][CH2:8][CH2:9][n:10]1[c:11](=[O:12])[n:13]([CH3:28])[c:14]2[n:15][cH:16][n:17]([CH2:21][c:22]3[cH:23][cH:24][cH:25][cH:26][cH:27]3)[c:18]2[c:19]1=[O:20])[CH3:29].[CH3:31][OH:32].[ClH:30]>>[OH:4][CH:5]([CH2:6][CH2:7][CH2:8][CH2:9][n:10]1[c:11](=[O:12])[n:13]([CH3:28])[c:14]2[n:15][cH:16][n:17]([CH2:21][c:22]3[cH:23][cH:24][cH:25][cH:26][cH:27]3)[c:18]2[c:19]1=[O:20])[CH3:29]. Reactants: C(C)(C)(C)OC(N[C@@H](CCOCC1=CC=CC=C1)C(NC1=C(C=C(C=C1)F)NC1=CC=CC=C1)=O)=O ([(S)-3-benzyloxy-1-(4-fluoro-2-phenylaminophenylcarbamoyl)propyl]carbamic acid tert-butyl ester). The solvent is Cl (HCl), O1CCOCC1 (dioxane). Product: C(C1=CC=CC=C1)OCC[C@@H](C1=NC2=C(N1C1=CC=CC=C1)C=C(C=C2)F)N ((S)-3-Benzyloxy-1-(6-fluoro-1-phenyl-1H-benzoimidazol-2-yl)propylamine). Yield: 68.1%. Reaction SMILES: C(OC(=O)[NH:7][C@H:8]([C:19](=O)[NH:20][C:21]1[CH:26]=[CH:25][C:24]([F:27])=[CH:23][C:22]=1[NH:28][C:29]1[CH:34]=[CH:33][CH:32]=[CH:31][CH:30]=1)[CH2:9][CH2:10][O:11][CH2:12][C:13]1[CH:18]=[CH:17][CH:16]=[CH:15][CH:14]=1)(C)(C)C>Cl.O1CCOCC1>[CH2:12]([O:11][CH2:10][CH2:9][C@H:8]([NH2:7])[C:19]1[N:28]([C:29]2[CH:34]=[CH:33][CH:32]=[CH:31][CH:30]=2)[C:22]2[CH:23]=[C:24]([F:27])[CH:25]=[CH:26][C:21]=2[N:20]=1)[C:13]1[CH:18]=[CH:17][CH:16]=[CH:15][CH:14]=1. Procedure details: A solution of [(S)-3-benzyloxy-1-(4-fluoro-2-phenylaminophenylcarbamoyl)propyl]carbamic acid tert-butyl ester (1.22 g, 2.5 mmol) in 4M HCl in dioxane (10 mL) was heated at 70° C. for 2 h. After cooling to RT, the volatiles were concentrated in vacuo and the residue partitioned between DCM and a saturated aqueous solution of NaHCO3. The organic fraction was washed with brine, dried (MgSO4) and then concentrated in vacuo. The resulting residue was purified by column chromatography (Si—PCC, gradien... Starting materials: CC(C)N(CCOc1ccc(N)cc1)C(=O)OC(C)(C)C, S=C(c1ncc[nH]1)c1ncc[nH]1, CN(C)C=O. Product: CC(C)N(CCOc1ccc(N=C=S)cc1)C(=O)OC(C)(C)C. Reaction SMILES: [C:13]([CH3:14])([CH3:15])([CH3:16])[O:17][C:18]([N:19]([CH:20]([CH3:21])[CH3:22])[CH2:23][CH2:24][O:25][c:26]1[cH:27][cH:28][c:29]([NH2:32])[cH:30][cH:31]1)=[O:33].[C:1](=[S:2])([c:3]1[nH:4][cH:5][cH:6][n:7]1)[c:8]1[nH:9][cH:10][cH:11][n:12]1.[CH3:34][N:35]([CH3:36])[CH:37]=[O:38]>>[C:1](=[S:2])=[N:32][c:29]1[cH:28][cH:27][c:26]([O:25][CH2:24][CH2:23][N:19]([C:18]([O:17][C:13]([CH3:14])([CH3:15])[CH3:16])=[O:33])[CH:20]([CH3:21])[CH3:22])[cH:31][cH:30]1.